The task is: describe an organic reaction: reactants, conditions, products, and yield. This data is from the Open Reaction Database (ORD), a public repository of structured organic reaction records. As a reaction SMILES: [C:1]([CH3:2])([CH3:3])([CH3:4])[c:5]1[n:6][cH:7][c:8]([C:11](=[CH2:12])[CH3:13])[cH:9][cH:10]1.[CH3:14][n:15]1[cH:16][n:17][cH:18][cH:19]1.[CH3:28][c:29]1[cH:30][cH:31][cH:32][cH:33][cH:34]1.[N+:20](=[CH:21][C:23](=[O:24])[O:25][CH2:26][CH3:27])=[N-:22]>>[C:1]([CH3:2])([CH3:3])([CH3:4])[c:5]1[n:6][cH:7][c:8]([CH:11]2[CH:12]([C:23](=[O:24])[O:25][CH2:26][CH3:27])[CH2:13]2)[cH:9][cH:10]1. Product: CCOC(=O)C1CC1c1ccc(C(C)(C)C)nc1. Starting materials: C=C(C)c1ccc(C(C)(C)C)nc1, Cn1ccnc1, Cc1ccccc1, CCOC(=O)C=[N+]=[N-]. Reactants: CC(=O)c1ccc(CC2CCN(C)CC2)cc1, CCO, O=Cc1ccc(C=CC(=O)O)cc1, Cl, Cl, [K+], [OH-]. The product is CN1CCC(Cc2ccc(C(=O)C=Cc3ccc(C=CC(=O)O)cc3)cc2)CC1, Cl. As a reaction SMILES: [CH3:2][N:3]1[CH2:4][CH2:5][CH:6]([CH2:9][c:10]2[cH:11][cH:12][c:13]([C:16]([CH3:17])=[O:18])[cH:14][cH:15]2)[CH2:7][CH2:8]1.[CH3:35][CH2:36][OH:37].[CH:19](=[O:20])[c:21]1[cH:22][cH:23][c:24]([CH:25]=[CH:26][C:27](=[O:28])[OH:29])[cH:30][cH:31]1.[ClH:1].[ClH:34].[K+:33].[OH-:32]>>[CH3:2][N:3]1[CH2:4][CH2:5][CH:6]([CH2:9][c:10]2[cH:11][cH:12][c:13]([C:16]([CH:17]=[CH:19][c:21]3[cH:22][cH:23][c:24]([CH:25]=[CH:26][C:27](=[O:28])[OH:29])[cH:30][cH:31]3)=[O:18])[cH:14][cH:15]2)[CH2:7][CH2:8]1.[ClH:1]. Reactants: Cc1cc(N)n[nH]1, Cc1ccc2c(-c3c(C(C)C)cc(C(C)C)c(S(=O)(=O)[O-])c3C(C)C)nc(C(=O)c3ccc(F)cc3)nc2c1, [I-], [K+], O. Yields the product Cc1ccc2c(Nc3cc(C)[nH]n3)nc(C(=O)c3ccc(F)cc3)nc2c1. RXN SMILES: [CH3:1][c:2]1[cH:3][c:4]([NH2:7])[n:5][nH:6]1.[F:10][c:11]1[cH:12][cH:13][c:14]([C:15](=[O:16])[c:17]2[n:18][c:19]3[cH:20][c:21]([CH3:46])[cH:22][cH:23][c:24]3[c:25](-[c:27]3[c:28]([CH:29]([CH3:30])[CH3:31])[c:32]([S:33]([O-:34])(=[O:35])=[O:36])[c:37]([CH:38]([CH3:39])[CH3:40])[cH:41][c:42]3[CH:43]([CH3:44])[CH3:45])[n:26]2)[cH:47][cH:48]1.[I-:9].[K+:8].[OH2:49]>>[CH3:1][c:2]1[cH:3][c:4]([NH:7][c:25]2[c:24]3[c:19]([n:18][c:17]([C:15]([c:14]4[cH:13][cH:12][c:11]([F:10])[cH:48][cH:47]4)=[O:16])[n:26]2)[cH:20][c:21]([CH3:46])[cH:22][cH:23]3)[n:5][nH:6]1. Reactants: NC1=CC=C(C(=O)O)C=C1 (4-amino-benzoic acid), BrCCCC(=O)OCC (ethyl 4-bromobutyrate). Solvent: CN(C)C=O (DMF). Conditions: time 50 minute. Yields the product N1(C(CCC1)=O)C1=CC=C(C(=O)O)C=C1 (4-(pyrrolidin-2-on-1-yl)-benzoic acid). Reaction SMILES: [NH2:1][C:2]1[CH:10]=[CH:9][C:5]([C:6]([OH:8])=[O:7])=[CH:4][CH:3]=1.Br[CH2:12][CH2:13][CH2:14][C:15](OCC)=[O:16]>CN(C=O)C>[N:1]1([C:2]2[CH:10]=[CH:9][C:5]([C:6]([OH:8])=[O:7])=[CH:4][CH:3]=2)[CH2:12][CH2:13][CH2:14][C:15]1=[O:16]. Procedure: 19.2 g (140 mmol) 4-amino-benzoic acid are refluxed for 20 hours together with 25.8 ml (180 mmol) ethyl 4-bromobutyrate in 100 ml DMF. After evaporation i. vac. the residue is combined with 100 ml of water and 50 ml petroleum ether and vigorously stirred for 50 minutes. The precipitate is filtered off, recrystallised from ethanol and dried at 80° C. Product: O=C(Nc1ccc(C(=O)N2CC3CCCN3c3ccccc32)cc1)c1ccccc1-c1ccccc1. Reaction SMILES: [CH2:1]1[CH2:2][CH2:3][CH:4]2[N:5]1[c:6]1[cH:7][cH:8][cH:9][cH:10][c:11]1[NH:12][CH2:13]2.[c:14]1(-[c:20]2[c:21]([C:22](=[O:23])[NH:24][c:25]3[cH:26][cH:27][c:28]([C:29](=[O:30])[OH:31])[cH:32][cH:33]3)[cH:34][cH:35][cH:36][cH:37]2)[cH:15][cH:16][cH:17][cH:18][cH:19]1>>[CH2:1]1[CH2:2][CH2:3][CH:4]2[N:5]1[c:6]1[cH:7][cH:8][cH:9][cH:10][c:11]1[N:12]([C:29]([c:28]1[cH:27][cH:26][c:25]([NH:24][C:22]([c:21]3[c:20](-[c:14]4[cH:15][cH:16][cH:17][cH:18][cH:19]4)[cH:37][cH:36][cH:35][cH:34]3)=[O:23])[cH:33][cH:32]1)=[O:30])[CH2:13]2. Starting materials: c1ccc2c(c1)NCC1CCCN21, O=C(O)c1ccc(NC(=O)c2ccccc2-c2ccccc2)cc1. The reactants are C(C1=CC=CC=C1)Br (Benzyl bromide), BrC1=C(C=C(C(=C1)OCCCCCCCCCCCC)Br)O (2,5-dibromo-4-dodecyloxy phenol), C(=O)([O-])[O-].[K+].[K+] (K2CO3). Solvent: C(C)O (ethanol). Conditions: temperature 50 celsius, time 10 hour. The product is BrC1=C(C=C(C(=C1)OCCCCCCCCCCCC)Br)OCC1=CC=CC=C1 (2,5-Dibromo-1-benzyloxy-4-dodecyloxy benzene). The yield is 80.0%. RXN SMILES: [CH2:1](Br)[C:2]1[CH:7]=[CH:6][CH:5]=[CH:4][CH:3]=1.[Br:9][C:10]1[CH:15]=[C:14]([O:16][CH2:17][CH2:18][CH2:19][CH2:20][CH2:21][CH2:22][CH2:23][CH2:24][CH2:25][CH2:26][CH2:27][CH3:28])[C:13]([Br:29])=[CH:12][C:11]=1[OH:30].C([O-])([O-])=O.[K+].[K+]>C(O)C>[Br:9][C:10]1[CH:15]=[C:14]([O:16][CH2:17][CH2:18][CH2:19][CH2:20][CH2:21][CH2:22][CH2:23][CH2:24][CH2:25][CH2:26][CH2:27][CH3:28])[C:13]([Br:29])=[CH:12][C:11]=1[O:30][CH2:1][C:2]1[CH:7]=[CH:6][CH:5]=[CH:4][CH:3]=1 |f:2.3.4|. Procedure details: Benzyl bromide (3.8 ml, 0.031 mol) was added drop wise to a stirred solution of 2,5-dibromo-4-dodecyloxy phenol (a) (6.95 g, 0.015 mol) and anhydrous K2CO3 (3.28 g, 0.023 mol) in 700 ml of absolute ethanol at 40-50° C. The reaction mixture was stirred for 10 h at 50° C., progress of the reaction was monitored using TLC, cooled to RT and evaporated to remove the solvent. An equal volume of distilled water was added to the residue and the mixture was stirred for one hour at 0° C. The resulting pre... Starting materials: B, NC(=O)C(N)CCCNC(=O)OCc1ccccc1, C1CCOC1. Product: NCC(N)CCCNC(=O)OCc1ccccc1. As a reaction SMILES: [BH3:20].[CH2:1]([c:2]1[cH:3][cH:4][cH:5][cH:6][cH:7]1)[O:8][C:9]([NH:10][CH2:11][CH2:12][CH2:13][CH:14]([C:15]([NH2:16])=[O:17])[NH2:18])=[O:19].[CH2:21]1[O:22][CH2:23][CH2:24][CH2:25]1>>[CH2:1]([c:2]1[cH:3][cH:4][cH:5][cH:6][cH:7]1)[O:8][C:9]([NH:10][CH2:11][CH2:12][CH2:13][CH:14]([CH2:15][NH2:16])[NH2:18])=[O:19]. Reactants: C(C)(C)N1C2=NC(=NC(=C2N=C1)NCC=1C=NC=CC1)N[C@@H](C(C(C)(C)C)O)CC ((3RS,4R)-4-{9-Isopropyl-6-[(pyridin-3-ylmethyl)-amino]-9H-purin-2-ylamino}-2,2-dimethyl-hexan-3-ol), CCN(C(C)C)C(C)C (DIEA), N[C@H](C(C(C)(C)C)O)CC ((3RS,4S)-4-amino-2,2-dimethyl-hexan-3-ol). Run in CCCCO.CS(=O)C (n-BuOH DMSO). Run at time 72 hour. The product is C(C)(C)N1C2=NC(=NC(=C2N=C1)NCC=1C=NC=CC1)N[C@H](C(C(C)(C)C)O)CC ((3RS, 4S)-4-{9-Isopropyl-6-[(pyridin-3-ylmethyl)-amino]-9H-purin-2-ylamino}-2,2-dimethyl-hexan-3-ol). Reaction SMILES: [CH:1]([N:4]1[CH:12]=[N:11][C:10]2[C:5]1=[N:6][C:7]([NH:21][C@H:22]([CH2:29][CH3:30])[CH:23]([OH:28])[C:24]([CH3:27])([CH3:26])[CH3:25])=[N:8][C:9]=2[NH:13][CH2:14][C:15]1[CH:16]=[N:17][CH:18]=[CH:19][CH:20]=1)([CH3:3])[CH3:2].CCN(C(C)C)C(C)C.N[C@@H](CC)C(O)C(C)(C)C>CCCCO.CS(C)=O>[CH:1]([N:4]1[CH:12]=[N:11][C:10]2[C:5]1=[N:6][C:7]([NH:21][C@@H:22]([CH2:29][CH3:30])[CH:23]([OH:28])[C:24]([CH3:27])([CH3:26])[CH3:25])=[N:8][C:9]=2[NH:13][CH2:14][C:15]1[CH:16]=[N:17][CH:18]=[CH:19][CH:20]=1)([CH3:3])[CH3:2] |f:3.4|. Reported procedure: To a stirred solution of (3RS,4R)-4-{9-Isopropyl-6-[(pyridin-3-ylmethyl)-amino]-9H-purin-2-ylamino}-2,2-dimethyl-hexan-3-ol (30 mg, 1 eq, 0.10 mmol) in n-BuOH/DMSO (5 mL, 4:1) at room temperature under an argon atmosphere was added DIEA (0.10 mL, 5.5 eq, 0.57 mmol) followed by (3RS,4S)-4-amino-2,2-dimethyl-hexan-3-ol (43 mg, 2.81 eq, 0.29 mmol). The reaction mixture was placed in a preheated oil bath at 140° C. and stirred at this temperature for 72 h. The reaction mixture was allowed to cool to... Reactants: CC(C)c1cc(-c2ccccc2)nc(-c2ccc(F)cc2)c1C=C(Br)Br, C1CCOC1, [Li]CCCC. Product: C#Cc1c(C(C)C)cc(-c2ccccc2)nc1-c1ccc(F)cc1. As a reaction SMILES: [Br:1][C:2](=[CH:3][c:4]1[c:5](-[c:19]2[cH:20][cH:21][c:22]([F:25])[cH:23][cH:24]2)[n:6][c:7](-[c:13]2[cH:14][cH:15][cH:16][cH:17][cH:18]2)[cH:8][c:9]1[CH:10]([CH3:11])[CH3:12])[Br:26].[CH2:32]1[O:33][CH2:34][CH2:35][CH2:36]1.[CH3:27][CH2:28][CH2:29][CH2:30][Li:31]>>[CH:2]#[C:3][c:4]1[c:5](-[c:19]2[cH:20][cH:21][c:22]([F:25])[cH:23][cH:24]2)[n:6][c:7](-[c:13]2[cH:14][cH:15][cH:16][cH:17][cH:18]2)[cH:8][c:9]1[CH:10]([CH3:11])[CH3:12]. RXN SMILES: Cl[C:2]1[N:7]=[C:6]2[N:8]([CH3:11])[N:9]=[CH:10][C:5]2=[C:4]([NH:12][C:13]2[CH:18]=[CH:17][CH:16]=[C:15]([O:19][CH3:20])[CH:14]=2)[N:3]=1.[N:21]1[CH:26]=[CH:25][C:24](B2OC(C)(C)C(C)(C)O2)=[CH:23][CH:22]=1>>[CH3:20][O:19][C:15]1[CH:14]=[C:13]([NH:12][C:4]2[N:3]=[C:2]([C:24]3[CH:25]=[CH:26][N:21]=[CH:22][CH:23]=3)[N:7]=[C:6]3[N:8]([CH3:11])[N:9]=[CH:10][C:5]=23)[CH:18]=[CH:17][CH:16]=1. Yields the product COC=1C=C(C=CC1)NC1=C2C(=NC(=N1)C1=CC=NC=C1)N(N=C2)C (N-(3-methoxyphenyl)-1-methyl-6-(pyridin-4-yl)-1H-pyrazolo[3,4-d]pyrimidin-4-amine). Reactants: ClC1=NC(=C2C(=N1)N(N=C2)C)NC2=CC(=CC=C2)OC (6-Chloro-N-(3-methoxyphenyl)-1-methyl-1H-pyrazolo[3,4-d]pyrimidin-4-amine), N1=CC=C(C=C1)B1OC(C)(C)C(C)(C)O1 (pyridine-4-boronic acid pinacol ester). Reported procedure: 6-Chloro-N-(3-methoxyphenyl)-1-methyl-1H-pyrazolo[3,4-d]pyrimidin-4-amine 6 was reacted with pyridine-4-boronic acid pinacol ester using General Procedure A. Purification on silica yielded 123. NMR: (CDCl3): 3.89 (s, 3H, CH3), 4.14 (s, 3H, CH3), 6.89-6.92 (m, H, ArH), 7.16 (m, H, ArH), 7.25 (s, H, ArH), 7.41 (t, H, ArH, J=8.1 HZ), 7.49 (sbr, H, NH), 8.39 (dd, 2H, 2×ArH, J=1.5 Hz, 4.5 Hz), 8.80 (dd, 2H, 2×ArH, J=1.5 Hz, 4.5 Hz). MS: (ESI+) MH+=333.24